Dataset: the Open Reaction Database (ORD), a public repository of structured organic reaction records. Task: describe an organic reaction: reactants, conditions, products, and yield The reactants are C1(=CC=CC=C1)CC(C)=O (Phenyl-2-propanone), C(C)OC(CC#N)=O (ethylcyanoacetate), C(C)(=O)O (acetic acid), C(C)(=O)[O-].[NH4+] (ammonium acetate), C(C)(=O)N (Acetamide). Run in C1=CC=CC=C1 (benzene). Reaction conditions: temperature 160 celsius. Yields the product OC1=C(C(=CC2=CC=CC=C12)C)C#N (1-hydroxy-3-methyl-2-naphthonitrile). The yield is 40.5%. Reaction SMILES: [C:1]1([CH2:7][C:8](=O)[CH3:9])[CH:6]=[CH:5][CH:4]=[CH:3][CH:2]=1.C(O[C:14](=[O:18])[CH2:15][C:16]#[N:17])C.C(O)(=O)C.C([O-])(=O)C.[NH4+].C(N)(=O)C>C1C=CC=CC=1>[OH:18][C:14]1[C:6]2[C:1](=[CH:2][CH:3]=[CH:4][CH:5]=2)[CH:7]=[C:8]([CH3:9])[C:15]=1[C:16]#[N:17] |f:3.4|. Procedure details: Phenyl-2-propanone (24.93 g, 0.178 mol) was combined with ethylcyanoacetate (19.8 mL, 0.180 mol), acetic acid (8.0 mL, 0.14 mol), ammonium acetate (2.82 g, 0.0370 mol) and 80 mL of benzene in a round bottom flask equipped with a Dean-Stark trap and condenser cooled by a chiller. The reaction was heated to 160° C. for 4 h. The mixture was removed from heat and the trap drained so that the mixture could be concentrated by distilling off excess (˜50 mL) benzene. The solution contained crude (E)-eth... The reactants are C(C)(C)(C)OC(NCCC1=CC=C(C=C1)Br)=O ([2-(4-bromo-phenyl)-ethyl]-carbamic acid tert-butyl ester), OC=1C=C(C=CC1)B(O)O (3-hydroxybenzeneboronic acid), C([O-])([O-])=O.[Na+].[Na+] (sodium carbonate), C1(CCCCC1)P(C1CCCCC1)C1CCCCC1 (tricyclohexylphosphine). Reagents/catalysts: C(C)(=O)[O-].[Pd+2].C(C)(=O)[O-] (palladium (II) acetate). Solvent: O (water), O1CCOCC1 (dioxane). Conditions: time 180 minute. Product: C(C)(C)(C)OC(NCCC1=CC=C(C=C1)C1=CC(=CC=C1)O)=O ([2-(3′-hydroxy-biphenyl-4-yl)-ethyl]-carbamic acid tert-butyl ester). Reaction SMILES: [C:1]([O:5][C:6](=[O:17])[NH:7][CH2:8][CH2:9][C:10]1[CH:15]=[CH:14][C:13](Br)=[CH:12][CH:11]=1)([CH3:4])([CH3:3])[CH3:2].[OH:18][C:19]1[CH:20]=[C:21](B(O)O)[CH:22]=[CH:23][CH:24]=1.C(=O)([O-])[O-].[Na+].[Na+].C1(P(C2CCCCC2)C2CCCCC2)CCCCC1>O.O1CCOCC1.C([O-])(=O)C.[Pd+2].C([O-])(=O)C>[C:1]([O:5][C:6](=[O:17])[NH:7][CH2:8][CH2:9][C:10]1[CH:15]=[CH:14][C:13]([C:23]2[CH:22]=[CH:21][CH:20]=[C:19]([OH:18])[CH:24]=2)=[CH:12][CH:11]=1)([CH3:4])([CH3:3])[CH3:2] |f:2.3.4,8.9.10|. Procedure details: A mixture of [2-(4-bromo-phenyl)-ethyl]-carbamic acid tert-butyl ester (500 mg), 3-hydroxybenzeneboronic acid (296 mg), sodium carbonate (265 mg), palladium (II) acetate (7 mg) and tricyclohexylphosphine (10 mg) in water (3 ml) and dioxane (12 ml) is kept at 90° C. under micro wave conditions for 180 min. The mixture is cooled down to rt and is filtered through an EXTUBE extraction column (Varian) with EtOAc (200 ml). The filtrate is evaporated and the resulting crude product is purified on sili...